Task: describe an organic reaction: reactants, conditions, products, and yield. Dataset: the Open Reaction Database (ORD), a public repository of structured organic reaction records The reactants are [BH4-], C, CCO, CCOC(C)=O, [Cl-], Nc1nccc(-c2cccs2)c1[N+](=O)[O-], [NH4+], [Na+], [Pd]. The product is Nc1nccc(-c2cccs2)c1N. Reaction SMILES: [BH4-:27].[C:29].[CH3:18][CH2:19][OH:20].[CH3:21][CH2:22][O:23][C:24](=[O:25])[CH3:26].[Cl-:16].[NH2:1][c:2]1[n:3][cH:4][cH:5][c:6](-[c:11]2[s:12][cH:13][cH:14][cH:15]2)[c:7]1[N+:8]([O-:9])=[O:10].[NH4+:17].[Na+:28].[Pd:30]>>[NH2:1][c:2]1[n:3][cH:4][cH:5][c:6](-[c:11]2[s:12][cH:13][cH:14][cH:15]2)[c:7]1[NH2:8].